The task is: describe an organic reaction: reactants, conditions, products, and yield. This data is from the Open Reaction Database (ORD), a public repository of structured organic reaction records. Reactants: CN(C1(CCC(CC1)CO)C1=CC=CC=C1)C ((4-Dimethylamino-4-phenylcyclohexyl)methanol), C(C1=CC=CC=C1)Cl (benzyl chloride), O (water), CC(C)(C)[O-].[K+] (potassium tert-butylate). Run in CS(=O)C (DMSO), CS(=O)C (DMSO), CS(=O)C (DMSO). Reaction conditions: temperature 50 celsius, time 30 minute. Product: Cl.C(C1=CC=CC=C1)OCC1CCC(CC1)(C1=CC=CC=C1)N(C)C ((4-Benzyloxymethyl-1-phenylcyclohexyl)dimethylamine hydrochloride). The yield is 9.3%. RXN SMILES: [CH3:1][N:2]([CH3:17])[C:3]1([C:11]2[CH:16]=[CH:15][CH:14]=[CH:13][CH:12]=2)[CH2:8][CH2:7][CH:6]([CH2:9][OH:10])[CH2:5][CH2:4]1.CC([O-])(C)C.[K+].[CH2:24]([Cl:31])[C:25]1[CH:30]=[CH:29][CH:28]=[CH:27][CH:26]=1.O>CS(C)=O>[ClH:31].[CH2:24]([O:10][CH2:9][CH:6]1[CH2:7][CH2:8][C:3]([N:2]([CH3:17])[CH3:1])([C:11]2[CH:16]=[CH:15][CH:14]=[CH:13][CH:12]=2)[CH2:4][CH2:5]1)[C:25]1[CH:30]=[CH:29][CH:28]=[CH:27][CH:26]=1 |f:1.2,6.7|. Reported procedure: (4-Dimethylamino-4-phenylcyclohexyl)methanol (1.8 g, 7.7 mmol) was placed in abs. DMSO (10 ml), and a solution of potassium tert-butylate (1.73 g, 15.4 mmol) in DMSO (20 ml) was added dropwise over 15 min. The mixture was heated to 50° C. and stirred for 30 min, after which benzyl chloride (1.46 g, 11.6 mmol) in DMSO (10 ml) was added dropwise over 15 min. After stirring overnight at 50° C., water (20 ml) was added and the mixture was extracted with ether (3×30 ml) followed by DCM (3×30 ml). The...